Dataset: the Open Reaction Database (ORD), a public repository of structured organic reaction records. Task: describe an organic reaction: reactants, conditions, products, and yield Reactants: 20-L, C(C)=O (acetaldehyde), CC(C(=O)OC(C(C)C)OC(=S)C)C (2-Methyl-1-methylthiocarbonyloxypropyl 2-methylpropanoate), [O-]Cl.[Na+] (NaOCl), CS (methanethiol). Run in P(=O)([O-])([O-])[O-] (phosphate). Yields the product CC(=S)O[C@@H](C)OC(C(C)C)=O ((1S)-1-Methylthiocarbonyloxyethyl-2-methylpropanoate). Reaction SMILES: [O-]Cl.[Na+].CS.C(=O)C.[CH3:9][CH:10]([CH3:22])[C:11]([O:13][CH:14]([O:18][C:19]([CH3:21])=[S:20])[CH:15](C)C)=[O:12]>P([O-])([O-])([O-])=O>[CH3:21][C:19]([O:18][C@H:14]([O:13][C:11](=[O:12])[CH:10]([CH3:22])[CH3:9])[CH3:15])=[S:20] |f:0.1|. Procedure: A 20-L, multi-necked, cylindrical reactor, fitted with a mechanical stirrer, a nitrogen inlet and an outlet connected to an oxidation bath, and a bleach bath (14% NaOCl) to oxidize librated methanethiol and acetaldehyde is charged with racemic 2-methyl-1-methylthiocarbonyloxypropyl 2-methylpropanoate (2b) (5.32 kg, 25.8 mol) and 0.8 M phosphate buffer (10 L, pH 7.0). Solid supported Candida antarctica lipase A (125 g, NOVOZYME® 735, NOVOZYME®; CHIRAZYME™ L-5, Roche Diagnostics; or other supplier... The reactants are Ar-H, C(C1=CC=CC=C1)=O (benzaldehyde), C(C1=CC=CC=C1)=O (Benzaldehyde), ClCC(=O)OC(CCl)=O (chloroacetic acid anhydride), Nafion, 50, 2+3H. The reagents and catalysts are catalyst. Solvent: C(Cl)(Cl)(Cl)Cl (carbontetrachloride). Run at temperature 35 celsius. The product is ClCC(=O)OC(C1=CC=CC=C1)OC(CCl)=O (Benzylidene di-(alpha-chloroacetate)). As a reaction SMILES: [CH:1](=[O:8])[C:2]1[CH:7]=[CH:6][CH:5]=[CH:4][CH:3]=1.ClCC([O:13][C:14](=[O:17])[CH2:15][Cl:16])=O>C(Cl)(Cl)(Cl)Cl>[Cl:16][CH2:15][C:14]([O:8][CH:1]([O:17][C:14](=[O:13])[CH2:15][Cl:16])[C:2]1[CH:7]=[CH:6][CH:5]=[CH:4][CH:3]=1)=[O:13]. Procedure: Benzaldehyde (10.0 g, 0.094 mol) and chloroacetic acid anhydride (16.1 g, 0.094 mol) were dissolved in carbontetrachloride (50 ml) under N2 atmosphere. Nafion NR 50 (240 mg) was added and the reaction mixture stirred at 35° C. over night. An additional amount of benzaldehyde (5.0 g) and catalyst (120 mg) was added and the reaction continued for several days. The catalyst was filtered off and the filtrate evaporated. The residue was distilled under reduced pressure (B.p. 123-125° C./0.1 mbar) giv...